Task: describe an organic reaction: reactants, conditions, products, and yield. Dataset: the Open Reaction Database (ORD), a public repository of structured organic reaction records The reactants are NC1=NC(=NN1C(=S)NC)N=CN(C)C (5-Amino-3-[(dimethylaminomethylidene)amino]-1-[methylamino(thiocarbonyl)]-1H-1,2,4-triazole), C(C)(=O)OC(OCC)OCC (diethoxymethyl acetate). Yields the product CN(C)C=NC1=NN2C(N=CN(C2=S)C)=N1 (2-[(Dimethylaminomethylidene)amino]-6-methyl-1,2,4-triazolo[1,5-a]-1,3,5-triazine-7(6H)-thione). The yield is 56.0%. RXN SMILES: [NH2:1][C:2]1[N:6]([C:7]([NH:9][CH3:10])=[S:8])[N:5]=[C:4]([N:11]=[CH:12][N:13]([CH3:15])[CH3:14])[N:3]=1.[C:16](OC(OCC)OCC)(=O)C>>[CH3:15][N:13]([CH:12]=[N:11][C:4]1[N:3]=[C:2]2[N:1]=[CH:10][N:9]([CH3:16])[C:7](=[S:8])[N:6]2[N:5]=1)[CH3:14]. Procedure details: The synthesis method of Example 55 was applied. The compound (486 mg) obtained in Example 33 and diethoxymethyl acetate (5 ml) were used as reagents. The mixture was reacted at 95° C. for 2 hours to give 282 mg of pale-brown crystals (yield 56%).